Dataset: the Open Reaction Database (ORD), a public repository of structured organic reaction records. Task: describe an organic reaction: reactants, conditions, products, and yield Starting materials: C1(CC1)C=1C=C2C=NNC2=C(C1)C(C)OCC1(CCN(CC1)C(=O)OC(C)(C)C)C1=CC=C(C=C1)F ((±)-tert-Butyl 4-((1-(5-cyclopropyl-1H-indazol-7-yl)ethoxy)methyl)-4-(4-fluorophenyl)piperidine-1-carboxylate). Run in FC(C(=O)O)(F)F (trifluoroacetic acid). Run at time 30 minute. Yields the product C1(CC1)C=1C=C2C=NNC2=C(C1)C(C)OCC1(CCNCC1)C1=CC=C(C=C1)F ((±)-5-Cyclopropyl-7-(1-((4-(4-fluorophenyl)piperidin-4-yl)methoxy)ethyl)-1H-indazole). As a reaction SMILES: [CH:1]1([C:4]2[CH:5]=[C:6]3[C:10](=[C:11]([CH:13]([O:15][CH2:16][C:17]4([C:30]5[CH:35]=[CH:34][C:33]([F:36])=[CH:32][CH:31]=5)[CH2:22][CH2:21][N:20](C(OC(C)(C)C)=O)[CH2:19][CH2:18]4)[CH3:14])[CH:12]=2)[NH:9][N:8]=[CH:7]3)[CH2:3][CH2:2]1>FC(F)(F)C(O)=O>[CH:1]1([C:4]2[CH:5]=[C:6]3[C:10](=[C:11]([CH:13]([O:15][CH2:16][C:17]4([C:30]5[CH:31]=[CH:32][C:33]([F:36])=[CH:34][CH:35]=5)[CH2:22][CH2:21][NH:20][CH2:19][CH2:18]4)[CH3:14])[CH:12]=2)[NH:9][N:8]=[CH:7]3)[CH2:3][CH2:2]1. Procedure details: (±)-tert-Butyl 4-((1-(5-cyclopropyl-1H-indazol-7-yl)ethoxy)methyl)-4-(4-fluorophenyl)piperidine-1-carboxylate (30 mg, 0.061 mmol) was dissolved in trifluoroacetic acid (20% in dichloromethane, 2 mL) and stirred at room temperature for 30 min. The reaction was concentrated and loaded onto a strong cation exchange cartridge in methanol. The cartridge was flushed with several volumes of methanol which were discarded. The product was eluted with 2 M ammonia in methanol and concentrated to give 21.8 ... Reactants: [H-].[Al+3].[Li+].[H-].[H-].[H-] (lithium aluminium hydride), O1CCCC1 (tetrahydrofuran), C(C)OC(=O)C=1C(=NN(C1)C1=NC=CC=C1Br)C (1-(3-bromo-pyridin-2-yl)-3-methyl-pyrazole-4-carboxylic acid ethyl ester), O1CCCC1 (tetrahydrofuran). Conditions: time 8 hour. The product is C1(CC1)C=1C(=NC=CC1)N1N=C(C(=C1)CO)C ([1-(3-cyclopropyl-pyridin-2-yl)-3-methyl-pyrazol-4-yl]-methanol). The yield is 84.0%. RXN SMILES: [H-].[Al+3].[Li+].[H-].[H-].[H-].C(O[C:10]([C:12]1[C:13]([CH3:24])=[N:14][N:15]([C:17]2[C:22](Br)=[CH:21][CH:20]=[CH:19][N:18]=2)[CH:16]=1)=[O:11])C.O1[CH2:29][CH2:28][CH2:27]C1>>[CH:27]1([C:22]2[C:17]([N:15]3[CH:16]=[C:12]([CH2:10][OH:11])[C:13]([CH3:24])=[N:14]3)=[N:18][CH:19]=[CH:20][CH:21]=2)[CH2:28][CH2:29]1 |f:0.1.2.3.4.5|. Procedure details: To a stirred suspension of lithium aluminium hydride (0.44 g, 11.7 mmol) in dry tetrahydrofuran (25 mL) is added a solution of 1-(3-bromo-pyridin-2-yl)-3-methyl-pyrazole-4-carboxylic acid ethyl ester (1.6 g, 5.8 mmol) in dry tetrahydrofuran (5 mL) under nitrogen atmosphere at −78° C. After complete addition the reaction mixture is warmed to room temperature then stir overnight. The reaction mixture is quenched with 1N sodium hydroxide then filtered through the celite. The organic layer is separa...